This data is from the Open Reaction Database (ORD), a public repository of structured organic reaction records. The task is: describe an organic reaction: reactants, conditions, products, and yield The reactants are O=C(Nc1nccs1)C(CC1CCC2(C1)OCCCO2)c1ccc(Cl)c(Cl)c1, Cl, C1CCOC1. Yields the product O=C1CCC(CC(C(=O)Nc2nccs2)c2ccc(Cl)c(Cl)c2)C1. Reaction SMILES: [Cl:1][c:2]1[cH:3][c:4]([CH:9]([C:10](=[O:11])[NH:12][c:13]2[s:14][cH:15][cH:16][n:17]2)[CH2:18][CH:19]2[CH2:20][C:21]3([CH2:22][CH2:23]2)[O:24][CH2:28][CH2:27][CH2:26][O:25]3)[cH:5][cH:6][c:7]1[Cl:8].[ClH:29].[O:30]1[CH2:31][CH2:32][CH2:33][CH2:34]1>>[Cl:1][c:2]1[cH:3][c:4]([CH:9]([C:10](=[O:11])[NH:12][c:13]2[s:14][cH:15][cH:16][n:17]2)[CH2:18][CH:19]2[CH2:20][C:21](=[O:24])[CH2:22][CH2:23]2)[cH:5][cH:6][c:7]1[Cl:8]. Starting materials: C(C)(C)(C)OC(=O)NCC=1C=C(C(=O)O)C=CC1 (3-(tert-Butoxycarbonylamino-methyl)-benzoic acid), CN1CCOCC1 (N-methylmorpholine), CN(C)CC1=CC=C(C=C1)N (4-dimethylaminomethyl-phenylamine), C(CCl)Cl (EDC), C=1C=CC2=C(C1)N=NN2O (HOBt), Si isocyanate. Run in CN(C)C=O (DMF), ClCCl (dichloromethane), CN(C)C=O (DMF). Run at time 1 hour. Yields the product C(C)(C)(C)OC(NCC1=CC(=CC=C1)C(NC1=CC=C(C=C1)CN(C)C)=O)=O ([3-(4-dimethylaminomethyl-phenylcarbamoyl)-benzyl]-carbamic acid tert-butyl ester). As a reaction SMILES: [C:1]([O:5][C:6]([NH:8][CH2:9][C:10]1[CH:11]=[C:12]([CH:16]=[CH:17][CH:18]=1)[C:13]([OH:15])=O)=[O:7])([CH3:4])([CH3:3])[CH3:2].C(Cl)CCl.C1C=CC2N(O)N=NC=2C=1.CN1CCOCC1.[CH3:40][N:41]([CH2:43][C:44]1[CH:49]=[CH:48][C:47]([NH2:50])=[CH:46][CH:45]=1)[CH3:42]>CN(C=O)C.ClCCl>[C:1]([O:5][C:6](=[O:7])[NH:8][CH2:9][C:10]1[CH:18]=[CH:17][CH:16]=[C:12]([C:13](=[O:15])[NH:50][C:47]2[CH:46]=[CH:45][C:44]([CH2:43][N:41]([CH3:42])[CH3:40])=[CH:49][CH:48]=2)[CH:11]=1)([CH3:2])([CH3:3])[CH3:4]. Reported procedure: 3-(tert-Butoxycarbonylamino-methyl)-benzoic acid, (754 mg, 3.0 mmol), EDC (958.5 mg, 5.0 mmol), and HOBt (540.5 mg, 5.0 mmol) were combined in a reaction vial and DMF (5 mL) then N-methylmorpholine (0.549 mL, 5.0 mmol) were added. The reaction mixture was agitated for 1 h, then 4-dimethylaminomethyl-phenylamine (451 mg, 3 mmol) was added as a solution in 1 mL DMF. Shaking was continued 48 h. The reaction mixture was diluted to 50 mL with dichloromethane, washed with NaHCO3 (satd. aq., 1×25 mL, a... Reactants: ClC=1N=NC(=CC1)S(=O)(=O)N(C([O-])=O)C1=CC=CC=C1 (N-(3-chloropyridazine-6-sulfonyl)phenylcarbamate), NC1=NC(=NC(=N1)OC)C (2-amino-4-methoxy-6-methyl-1,3,5-triazine). Procedure: A mixture of 14.2 g of N-(3-chloropyridazine-6-sulfonyl)phenylcarbamate and 6.3 g of 2-amino-4-methoxy-6-methyl-1,3,5-triazine are refluxed for 1 hour in 120 ml of absolute dioxan. When the reaction is complete, the mixture is concentrated in vacuo and the residue is taken up in a saturated aqueous solution of sodium bicarbonate and the insoluble constituents are extracted with methylene chloride. The aqueous phase is acidified with dilute hydrochloric acid and extracted with methylene chloride.... RXN SMILES: [Cl:1][C:2]1[N:3]=[N:4][C:5]([S:8]([N:11](C2C=CC=CC=2)[C:12](=[O:14])[O-])(=[O:10])=[O:9])=[CH:6][CH:7]=1.[NH2:21][C:22]1[N:27]=[C:26]([O:28][CH3:29])[N:25]=[C:24]([CH3:30])[N:23]=1>O1CCOCC1>[Cl:1][C:2]1[N:3]=[N:4][C:5]([S:8]([NH:11][C:12]([NH:21][C:22]2[N:27]=[C:26]([O:28][CH3:29])[N:25]=[C:24]([CH3:30])[N:23]=2)=[O:14])(=[O:9])=[O:10])=[CH:6][CH:7]=1. Product: ClC=1N=NC(=CC1)S(=O)(=O)NC(=O)NC1=NC(=NC(=N1)OC)C (N-(3-Chloropyridazine-6-sulfonyl)-N'- (4-methoxy-6-methyl-1,3,5-triazin-2-yl)urea). The yield is 43.3%. The solvent is O1CCOCC1 (dioxan). Starting materials: COC1=CC=C(C=C1)B(O)O (4-methoxyphenylboronic acid), C(C)OC(C(OCC)C1=C(C=C(C=C1F)O)F)=O ((RS)-(2,6-Difluoro-4-hydroxy-phenyl)-ethoxy-acetic acid ethyl ester), N1=CC=CC=C1 (pyridine). Reagents/catalysts: CC(=O)[O-].CC(=O)[O-].[Cu+2] (Cu(OAc)2). The solvent is C(Cl)Cl (CH2Cl2), C(Cl)Cl (CH2Cl2). Yields the product C(C)OC(C(OCC)C1=C(C=C(C=C1F)OC1=CC=C(C=C1)OC)F)=O ((RS)-[2,6-difluoro-4-(4-methoxy-phenoxy)-phenyl]-ethoxy-acetic acid ethyl ester). Yield: 64.6%. Reaction SMILES: [CH2:1]([O:3][C:4](=[O:18])[CH:5]([C:9]1[C:14]([F:15])=[CH:13][C:12]([OH:16])=[CH:11][C:10]=1[F:17])[O:6][CH2:7][CH3:8])[CH3:2].[CH3:19][O:20][C:21]1[CH:26]=[CH:25][C:24](B(O)O)=[CH:23][CH:22]=1.N1C=CC=CC=1>C(Cl)Cl.CC([O-])=O.CC([O-])=O.[Cu+2]>[CH2:1]([O:3][C:4](=[O:18])[CH:5]([C:9]1[C:14]([F:15])=[CH:13][C:12]([O:16][C:24]2[CH:25]=[CH:26][C:21]([O:20][CH3:19])=[CH:22][CH:23]=2)=[CH:11][C:10]=1[F:17])[O:6][CH2:7][CH3:8])[CH3:2] |f:4.5.6|. Procedure: (RS)-(2,6-Difluoro-4-hydroxy-phenyl)-ethoxy-acetic acid ethyl ester (500 mg) was dissolved in CH2Cl2 (20 ml). Cu(OAc)2 (349 mg), 4-methoxyphenylboronic acid (876 mg) and MS4 Å were added followed by pyridine (760 mg). The mixture was stirred over night before filtration and evaporation of the solvent. CC (Hept/CH2Cl2 1:4) afforded 455 mg (65%) of (RS)-[2,6-difluoro-4-(4-methoxy-phenoxy)-phenyl]-ethoxy-acetic acid ethyl ester. Yellow oil. The reactants are COC=1C=C(C(=O)NN)C=CC1N1C=NC(=C1)C (3-Methoxy-4-(4-methyl-1H-imidazol-1-yl)benzohydrazide), FC=1C=C(C=CC1F)C1(C(=NCCC1)SC)C(=O)OCC (ethyl 3-(3,4-difluorophenyl)-2-(methylsulfanyl)-3,4,5,6-tetrahydropyridine-3-carboxylate). The solvent is C(C)O (ethanol), C(C)(=O)OCC (ethyl acetate). Reaction conditions: temperature 90 celsius, time 2 day. Yields the product FC=1C=C(C=CC1F)C1(C=2N(CCC1)C(=NN2)C2=CC(=C(C=C2)N2C=NC(=C2)C)OC)C(=O)OCC (ethyl 8-(3,4-difluorophenyl)-3-[3-methoxy-4-(4-methyl-1H-imidazol-1-yl)phenyl]-5,6,7,8-tetrahydro[1,2,4]triazolo[4,3-a]pyridine-8-carboxylate). The yield is 45.9%. As a reaction SMILES: [CH3:1][O:2][C:3]1[CH:4]=[C:5]([CH:10]=[CH:11][C:12]=1[N:13]1[CH:17]=[C:16]([CH3:18])[N:15]=[CH:14]1)[C:6]([NH:8][NH2:9])=O.[F:19][C:20]1[CH:21]=[C:22]([C:27]2([C:35]([O:37][CH2:38][CH3:39])=[O:36])[CH2:32][CH2:31][CH2:30][N:29]=[C:28]2SC)[CH:23]=[CH:24][C:25]=1[F:26]>C(O)C.C(OCC)(=O)C>[F:19][C:20]1[CH:21]=[C:22]([C:27]2([C:35]([O:37][CH2:38][CH3:39])=[O:36])[CH2:32][CH2:31][CH2:30][N:29]3[C:6]([C:5]4[CH:10]=[CH:11][C:12]([N:13]5[CH:17]=[C:16]([CH3:18])[N:15]=[CH:14]5)=[C:3]([O:2][CH3:1])[CH:4]=4)=[N:8][N:9]=[C:28]23)[CH:23]=[CH:24][C:25]=1[F:26]. Procedure details: 3-Methoxy-4-(4-methyl-1H-imidazol-1-yl)benzohydrazide (236 mg) was added to a mixture of ethyl 3-(3,4-difluorophenyl)-2-(methylsulfanyl)-3,4,5,6-tetrahydropyridine-3-carboxylate (300 mg) in ethanol (3 mL) at room temperature, and the mixture was stirred at 90° C. for 2 days. The reaction mixture was diluted with ethyl acetate, the mixture was washed with water and saturated brine and dried over anhydrous sodium sulfate, and the solvent was evaporated under reduced pressure. The residue was purif... The reactants are ClC1=C(C=CC=C1Cl)CO ((2,3-dichlorophenyl)methanol), BrP(Br)Br (tribromophosphine). Run in C1(=CC=CC=C1)C (toluene). The product is BrCC1=C(C(=CC=C1)Cl)Cl (1-(bromomethyl)-2,3-dichlorobenzene). The yield is 233.8%. As a reaction SMILES: [Cl:1][C:2]1[C:7]([Cl:8])=[CH:6][CH:5]=[CH:4][C:3]=1[CH2:9]O.[Br:11]P(Br)Br>C1(C)C=CC=CC=1>[Br:11][CH2:9][C:3]1[CH:4]=[CH:5][CH:6]=[C:7]([Cl:8])[C:2]=1[Cl:1]. Procedure: To a solution of (2,3-dichlorophenyl)methanol (75 g, 0.431 mol), in toluene (800 mL), tribromophosphine (40.7 g, 0.151 mol) was added dropwise at room temperature with stirring. Then the reaction mixture was stirred at room temperature for 2 h and concentrated. The resulting residue was neutralized with aq. NaHCO3 and extracted with DCM (300 mL*3). The organic layer was washed with brine, dried over Na2SO4, filtered and the filtrate was concentrated to provide the titled compound (84.7 g, 83%), ... Reactants: COCCN1C(SCC1=O)=NO (3-(2-methoxyethyl)-2-oximino-4-thiazolidinone), CN=C=O (methylisocyanate). Reagents/catalysts: C(C)N(CC)CC (triethylamine). Solvent: C(Cl)Cl (methylene chloride). The product is COCCN1C(SCC1=O)=NOC(NC)=O (3-(2-METHOXYETHYL)-2-[O-(METHYLCARBAMOYL) OXIMINO]-4-THIAZOLIDINONE). RXN SMILES: [CH3:1][O:2][CH2:3][CH2:4][N:5]1[C:9](=[O:10])[CH2:8][S:7][C:6]1=[N:11][OH:12].[CH3:13][N:14]=[C:15]=[O:16]>C(Cl)Cl.C(N(CC)CC)C>[CH3:1][O:2][CH2:3][CH2:4][N:5]1[C:9](=[O:10])[CH2:8][S:7][C:6]1=[N:11][O:12][C:15](=[O:16])[NH:14][CH3:13]. Reported procedure: A solution of 5.4 g 3-(2-methoxyethyl)-2-oximino-4-thiazolidinone in 50 ml methylene chloride, 4.0 g of methylisocyanate and 4 drops of triethylamine was kept in a pressure bottle for 16 hours at ambient temperature. On concentration under reduced pressure the reddish brown liquid was dissolved in methanol, decolorized with charcoal and concentrated. The desired produced was crystallized from methanol. Weight 5.5 g., m.p. 153°-155°C. As a reaction SMILES: C(N1C2C(=CC=C3C=2NC(=O)C3=O)CC1)(=[O:3])C.[NH:18]1[C:26]2[C:21](=[CH:22][CH:23]=[C:24]3[CH2:30][CH2:29][CH2:28][CH2:27][C:25]3=2)[C:20](=O)[C:19]1=[O:32].C([O:36][CH2:37][C:38](=O)[CH2:39][C:40]1[C:41]2[CH:48]=[C:47]([Cl:49])[CH:46]=[CH:45][C:42]=2[S:43][CH:44]=1)(=O)C.C([NH+](CC)CC)C>>[Cl:49][C:47]1[CH:46]=[CH:45][C:42]2[S:43][CH:44]=[C:40]([CH2:39][C:38]3[C:37]([OH:36])=[C:20]([C:19]([OH:32])=[O:3])[C:21]4[C:26](=[C:25]5[CH2:27][CH2:28][CH2:29][CH2:30][C:24]5=[CH:23][CH:22]=4)[N:18]=3)[C:41]=2[CH:48]=1. The reactants are C(C)(=O)N1CCC2=CC=C3C(C(NC3=C12)=O)=O (8-acetyl-1,6,7,8-tetrahydro-1,8-diaza-as-indacene-2,3-dione), C(C)[NH+](CC)CC (triethylammonium), N1C(C(C2=CC=C3C(=C12)CCCC3)=O)=O (6,7,8,9-tetrahydrobenzo[g]indoline-2,3-dione), C(C)(=O)OCC(CC=1C2=C(SC1)C=CC(=C2)Cl)=O (3-(5-chlorobenzo[b]thiophen-3-yl)-2-oxopropyl acetate). Procedure: The procedure described above for the synthesis and purification of compound 7 was followed, reacting 6,7,8,9-tetrahydrobenzo[g]indoline-2,3-dione (0.200 g, 0.994 mmol) with 3-(5-chlorobenzo[b]thiophen-3-yl)-2-oxopropyl acetate (0.365 g, 1.29 mmol). It was not possible to convert the triethylammonium salt obtained by preparative HPLC (basic modifier) back to the free acid by the usual method. Thus, the final product, a sunflower-yellow powder, was a triethylammonium salt with 6:5 acid:base stoic... Yield: 21.0%. Yields the product ClC1=CC2=C(SC=C2CC2=NC3=C4C(=CC=C3C(=C2O)C(=O)O)CCCC4)C=C1 (2-(5-Chlorobenzo[b]thiophen-3-ylmethyl)-3-hydroxy-7,8,9,10-tetrahydrobenzo[h]quinoline-4-carboxylic acid). Starting materials: CC1(CC(=O)CC(=O)C1)C (dimedone), P(Cl)(Cl)Cl (phosphorus trichloride), ice water. The solvent is C(Cl)(Cl)Cl (chloroform). The product is ClC1=CC(CC(C1)(C)C)=O (3 -chloro-5,5-dimethyl-2-cyclohexene-1-one). The yield is 40.0%. Reaction SMILES: [CH3:1][C:2]1([CH3:10])[CH2:9][C:7](=O)[CH2:6][C:4](=[O:5])[CH2:3]1.P(Cl)(Cl)[Cl:12]>C(Cl)(Cl)Cl>[Cl:12][C:7]1[CH2:9][C:2]([CH3:10])([CH3:1])[CH2:3][C:4](=[O:5])[CH:6]=1. Procedure: To 200 ml of a chloroform solution containing 100 g (0.71 mol) of dimedone was added 21 ml of phosphorus trichloride and the mixture was refluxed by heating for 3 hours. To the reaction solution was added ice water to terminate the reaction, the chloroform was distilled off under reduced pressure and the aqueous layer was extracted with ethyl acetate. The organic layer was dried with anhydrous sodium sulfate, concentrated under reduced pressure and the residue was purified by distillation under ...